Dataset: the Open Reaction Database (ORD), a public repository of structured organic reaction records. Task: describe an organic reaction: reactants, conditions, products, and yield The reactants are N1=C(N=CC=C1)SC[C@H]1CC(N1)=O (4(R)-(pyrimidin-2-ylsulfanyl-methyl)azetidin-2-one), [Li+].C[Si](C)(C)[N-][Si](C)(C)C (LiHMDS), C1(=CC=CC=C1)[C@@H](CC)N=C=O (1(R)-phenylpropyl isocyanate). Run in C1CCOC1 (THF). Reaction conditions: time 15 minute. Product: C1(=CC=CC=C1)[C@@H](CC)NC(=O)N1C(C[C@@H]1CSC1=NC=CC=N1)=O (2-oxo-4(R)-(pyrimidin-2-ylsulfanylmethyl)azetidine-1-carboxylic acid (1(R)-phenylpropyl)amide). The yield is 66.8%. RXN SMILES: [N:1]1[CH:6]=[CH:5][CH:4]=[N:3][C:2]=1[S:7][CH2:8][C@@H:9]1[NH:12][C:11](=[O:13])[CH2:10]1.[Li+].C[Si]([N-][Si](C)(C)C)(C)C.[C:24]1([C@H:30]([N:33]=[C:34]=[O:35])[CH2:31][CH3:32])[CH:29]=[CH:28][CH:27]=[CH:26][CH:25]=1>C1COCC1>[C:24]1([C@H:30]([NH:33][C:34]([N:12]2[C@@H:9]([CH2:8][S:7][C:2]3[N:3]=[CH:4][CH:5]=[CH:6][N:1]=3)[CH2:10][C:11]2=[O:13])=[O:35])[CH2:31][CH3:32])[CH:29]=[CH:28][CH:27]=[CH:26][CH:25]=1 |f:1.2|. Procedure: To a solution of 4(R)-(pyrimidin-2-ylsulfanyl-methyl)azetidin-2-one (61.5 mg, 0.315 mmol) in THF (3 mL) at 0° was added dropwise LiHMDS (1M/THF) (0.33 mL, 0.331 mmol). After the reaction mixture was stirred 15 min at 0°, then cooled to −78°, 1(R)-phenylpropyl isocyanate (example 1) (0.53M/toluene, 0.63 mL, 0.315 mmol) was added dropwise and the mixture was warmed to room temperature and stirred for 1.5 h. The reaction mixture was quenched with H2O and diluted with EtOAc. The organic phase was wa... The reactants are Compound 105, C(C)(C)OC1=NC=CC2=CC=CC=C12 (isopropoxy isoquinoline), compound 105, P(=O)(Cl)(Cl)Cl (phosphoryl chloride). Solvent: C(C)#N (acetonitrile). Product: ClC1=NC=CC2=CC=CC=C12 (1-chloro isoquinoline). RXN SMILES: C(O[C:5]1[C:14]2[C:9](=[CH:10][CH:11]=[CH:12][CH:13]=2)[CH:8]=[CH:7][N:6]=1)(C)C.P(Cl)(Cl)([Cl:17])=O>C(#N)C>[Cl:17][C:5]1[C:14]2[C:9](=[CH:10][CH:11]=[CH:12][CH:13]=2)[CH:8]=[CH:7][N:6]=1. Procedure: Methyl ester 104 is coupled with compound 7, which is synthesized as described in Reaction Scheme 1, in the presence of palladium acetate coupling catalyst, tetrabutylammonium fluoride, sodium bicarbonate in dimethyl formamide at 100° C., to produce compound 105. Compound 105 is converted to isopropoxy isoquinoline compound 107 by one of two methods. In the first method, compound 105 is treated with phosphoryl chloride in refluxing acetonitrile to produce the 1-chloro isoquinoline compound 106, ... Product: CCCN(CC1CC1)C(=O)c1c(C)nc2n(-c3c(C)cc(C)cc3C)c(Cl)cn12. RXN SMILES: [CH2:13]([O:15][C:16](=[O:14])[c:18]1[c:19]([CH3:36])[n:20][c:21]2[n:22]1[cH:23][c:24]([Cl:35])[n:25]2-[c:26]1[c:27]([CH3:34])[cH:28][c:29]([CH3:33])[cH:30][c:31]1[CH3:32])[CH3:17].[CH3:37][c:38]1[cH:39][cH:40][cH:41][cH:42][cH:43]1.[CH3:9][Al:10]([CH3:11])[CH3:12].[CH:1]1([CH2:4][NH:5][CH2:6][CH2:7][CH3:8])[CH2:2][CH2:3]1>>[CH:1]1([CH2:4][N:5]([CH2:6][CH2:7][CH3:8])[C:16](=[O:15])[c:18]2[c:19]([CH3:36])[n:20][c:21]3[n:22]2[cH:23][c:24]([Cl:35])[n:25]3-[c:26]2[c:27]([CH3:34])[cH:28][c:29]([CH3:33])[cH:30][c:31]2[CH3:32])[CH2:2][CH2:3]1. Reactants: CCOC(=O)c1c(C)nc2n(-c3c(C)cc(C)cc3C)c(Cl)cn12, Cc1ccccc1, C[Al](C)C, CCCNCC1CC1. The reactants are COC([C@@H](NC([C@@H](NC([C@@H](NC(CCCCl)=O)C(C)C)=O)[C@@H](C)CC)=O)CCSC)=O (N-4-chlorobutanoylvalyl-isoleucyl-methionine methyl ester), [OH-].[Na+] (NaOH). Run in CO (methanol). The product is N1(C(CCC1)=O)[C@H](C(=O)N[C@@H]([C@@H](C)CC)C(=O)N[C@@H](CCSC)C(=O)O)C(C)C (N-[2(S)-(pyrrolidin-2-on-1-yl)-3-methylbutanoyl]-isoleucyl-methionine). As a reaction SMILES: C[O:2][C:3](=[O:31])[C@H:4]([CH2:27][CH2:28][S:29][CH3:30])[NH:5][C:6](=[O:26])[C@H:7]([C@H:22]([CH2:24][CH3:25])[CH3:23])[NH:8][C:9](=[O:21])[C@H:10]([CH:18]([CH3:20])[CH3:19])[NH:11][C:12](=[O:17])[CH2:13][CH2:14][CH2:15]Cl.[OH-].[Na+]>CO>[N:11]1([C@@H:10]([CH:18]([CH3:20])[CH3:19])[C:9]([NH:8][C@H:7]([C:6]([NH:5][C@H:4]([C:3]([OH:2])=[O:31])[CH2:27][CH2:28][S:29][CH3:30])=[O:26])[C@H:22]([CH2:24][CH3:25])[CH3:23])=[O:21])[CH2:15][CH2:14][CH2:13][C:12]1=[O:17] |f:1.2|. Reported procedure: The product of Step A was suspended in 5 mL of methanol and 0.6 mL of 1N NaOH was added. After 1 h. the methanol was evaporated, the residue was dissolved in water and filtered. The filtrate was acidified and the product was extracted into ethyl acetate. After standard workup, a solid was obtained, which was washed with water and ether. After drying the solid weighed 25 mg. FAB mass spectrum m/z=430 (M+1). The reactants are BrCCBr, C1CCOC1, [Li]CCCC, COc1cc(C(=O)c2c(N(C)C)sc3cc(OCc4ccccc4)ccc23)ccc1CN1CCCC1, [Cl-], Brc1ccc(OCCN2CCCC2)nc1, [NH4+]. Product: COc1cc(C(=O)c2c(-c3ccc(OCCN4CCCC4)nc3)sc3cc(OCc4ccccc4)ccc23)ccc1CN1CCCC1. Reaction SMILES: [Br:21][CH2:22][CH2:23][Br:24].[CH2:63]1[O:64][CH2:65][CH2:66][CH2:67]1.[CH3:16][CH2:17][CH2:18][CH2:19][Li:20].[CH3:25][O:26][c:27]1[cH:28][c:29]([C:39](=[O:40])[c:41]2[c:42]3[c:43]([s:44][c:45]2[N:46]([CH3:47])[CH3:48])[cH:49][c:50]([O:53][CH2:54][c:55]2[cH:56][cH:57][cH:58][cH:59][cH:60]2)[cH:51][cH:52]3)[cH:30][cH:31][c:32]1[CH2:33][N:34]1[CH2:35][CH2:36][CH2:37][CH2:38]1.[Cl-:61].[N:1]1([CH2:6][CH2:7][O:8][c:9]2[n:10][cH:11][c:12]([Br:15])[cH:13][cH:14]2)[CH2:2][CH2:3][CH2:4][CH2:5]1.[NH4+:62]>>[N:1]1([CH2:6][CH2:7][O:8][c:9]2[n:10][cH:11][c:12](-[c:45]3[c:41]([C:39]([c:29]4[cH:28][c:27]([O:26][CH3:25])[c:32]([CH2:33][N:34]5[CH2:35][CH2:36][CH2:37][CH2:38]5)[cH:31][cH:30]4)=[O:40])[c:42]4[c:43]([s:44]3)[cH:49][c:50]([O:53][CH2:54][c:55]3[cH:56][cH:57][cH:58][cH:59][cH:60]3)[cH:51][cH:52]4)[cH:13][cH:14]2)[CH2:2][CH2:3][CH2:4][CH2:5]1. The reactants are CC1=CC=C(C=C1)[C@@H]1[C@@H](C(=O)N)O1 ((2S,3R)-3-(4-Methylphenyl)-2,3-epoxypropionamide), NC1=C(C=C(C=C1)C)S (2-amino-5-methylthiophenol). Yields the product NC1=C(C=C(C=C1)C)S[C@@H]([C@@H](C(=O)N)O)C1=CC=C(C=C1)C ((2R,3R)-3-(2-amino-5-methylphenylthio)-2-hydroxy-3-(4-methylphenyl)propionamide). Reaction SMILES: [CH3:1][C:2]1[CH:7]=[CH:6][C:5]([C@H:8]2[O:13][C@@H:9]2[C:10]([NH2:12])=[O:11])=[CH:4][CH:3]=1.[NH2:14][C:15]1[CH:20]=[CH:19][C:18]([CH3:21])=[CH:17][C:16]=1[SH:22]>>[NH2:14][C:15]1[CH:20]=[CH:19][C:18]([CH3:21])=[CH:17][C:16]=1[S:22][C@H:8]([C:5]1[CH:6]=[CH:7][C:2]([CH3:1])=[CH:3][CH:4]=1)[C@H:9]([OH:13])[C:10]([NH2:12])=[O:11]. Reported procedure: (2S,3R)-3-(4-Methylphenyl)-2,3-epoxypropionamide and 2-amino-5-methylthiophenol are treated in the same manner as in Reference Example 1-(2) to give (2R,3R)-3-(2-amino-5-methylphenylthio)-2-hydroxy-3-(4-methylphenyl)propionamide.